This data is from the Open Reaction Database (ORD), a public repository of structured organic reaction records. The task is: describe an organic reaction: reactants, conditions, products, and yield Starting materials: Cc1ccccc1, [Na+], [OH-], CC(CNC(=O)c1ccc(C(F)(F)F)cc1)c1ccccc1. Yields the product CC1CN=C(c2ccc(C(F)(F)F)cc2)c2ccccc21. As a reaction SMILES: [CH3:25][c:26]1[cH:27][cH:28][cH:29][cH:30][cH:31]1.[Na+:24].[OH-:23].[c:1]1([CH:7]([CH2:8][NH:9][C:10]([c:11]2[cH:12][cH:13][c:14]([C:17]([F:18])([F:19])[F:20])[cH:15][cH:16]2)=[O:21])[CH3:22])[cH:2][cH:3][cH:4][cH:5][cH:6]1>>[c:1]12[cH:2][cH:3][cH:4][cH:5][c:6]1[C:10]([c:11]1[cH:12][cH:13][c:14]([C:17]([F:18])([F:19])[F:20])[cH:15][cH:16]1)=[N:9][CH2:8][CH:7]2[CH3:22].